From a dataset of the Open Reaction Database (ORD), a public repository of structured organic reaction records. describe an organic reaction: reactants, conditions, products, and yield Reactants: C(#N)C=1C=C(C[C@H](N)C(=O)O)C=CC1O (3-cyano-L-tyrosine), Cl (HCl), O (water), O (H2O), 1.59, C(=O)(C(F)(F)F)O (TFA), 2.23. Run in CC#N (MeCN). Reaction conditions: time 2 day. Yields the product C(=O)(O)C=1C=C(C[C@H](N)C(=O)O)C=CC1O (3-carboxy-L-tyrosine). Reaction SMILES: C([C:3]1[CH:4]=[C:5]([CH:12]=C[C:14]=1[OH:15])[CH2:6][C@@H:7]([C:9]([OH:11])=[O:10])[NH2:8])#N.Cl.O.[C:18]([OH:24])([C:20](F)(F)F)=[O:19]>CC#N>[C:18]([C:20]1[CH:12]=[C:5]([CH:4]=[CH:3][C:14]=1[OH:15])[CH2:6][C@@H:7]([C:9]([OH:11])=[O:10])[NH2:8])([OH:24])=[O:19]. Reported procedure: A 250 mL 3-necked flask equipped with a reflux condenser and a magnetic stirrer was charged with 1.45 g of 3-cyano-L-tyrosine, 50 mL of concentrated HCl, and 50 mL of water. The solution was heated to reflux with stirring. After 2 days, analysis of the reaction mixture by HPLC (C18, 90:10:0.1 H2O:MeCN:TFA) indicated a major component at k1 =2.23 (75%) and a minor component at k1 =1.59 (25%). After 4 days HPLC indicated only the k1 =2.23 material. The reaction mixture was cooled to RT, filtered, ... Starting materials: [OH-].[Na+] (sodium hydroxide), ClC1=CC=C(C=O)C=C1 (p-chlorobenzaldehyde), C1(=CC=CC=C1)C(C(C)=O)CC=CC1=C(C=CC=C1)C (3-phenyl-6-(o-methylphenyl)-5-hexen-2-one). Solvent: C(C)O (ethanol). Product: ClC1=CC=C(C=C1)C=CC(C(CC=CC1=C(C=CC=C1)C)C1=CC=CC=C1)=O (1-(p-Chlorophenyl)-4-phenyl-7-(o-methylphenyl)-1,6-heptadien-3-one). RXN SMILES: [OH-].[Na+].[Cl:3][C:4]1[CH:11]=[CH:10][C:7]([CH:8]=O)=[CH:6][CH:5]=1.[C:12]1([CH:18]([CH2:22][CH:23]=[CH:24][C:25]2[CH:30]=[CH:29][CH:28]=[CH:27][C:26]=2[CH3:31])[C:19](=[O:21])[CH3:20])[CH:17]=[CH:16][CH:15]=[CH:14][CH:13]=1>C(O)C>[Cl:3][C:4]1[CH:11]=[CH:10][C:7]([CH:8]=[CH:20][C:19](=[O:21])[CH:18]([C:12]2[CH:13]=[CH:14][CH:15]=[CH:16][CH:17]=2)[CH2:22][CH:23]=[CH:24][C:25]2[CH:30]=[CH:29][CH:28]=[CH:27][C:26]=2[CH3:31])=[CH:6][CH:5]=1 |f:0.1|. Procedure details: A sodium hydroxide solution (5.5 ml., 20%) is added to a solution of p-chlorobenzaldehyde (14.06 g., 0.1 mole) and 3-phenyl-6-(o-methylphenyl)-5-hexen-2-one (26.4 g., 0.1 mole) in ethanol (260 ml.) with stirring. The yellowish solid that separates on continued stirring is filtered and air-dried, yield 22.5 g., m.p. 60°-76°C. Recrystallization from hexane gives material with m.p. 79°-82°C. The reactants are solid, BrC1=CC(=CC=2C(=C3N(C12)CCNC3=O)C)Cl (6-bromo-8-chloro-10-methyl-3,4-dihydro-2H-pyrazino[1,2-a]indol-1-one), BrC1=CC(=CC=2C(=C3N(C12)CCNC3=O)C)Cl (6-bromo-8-chloro-10-methyl-3,4-dihydro-2H-pyrazino[1,2-a]indol-1-one), C(#N)C=1C=C(C=CC1)B(O)O (3-cyano-phenylboronic acid). Product: ClC1=CC=2C(=C3N(C2C(=C1)C=1C=C(C#N)C=CC1)CCNC3=O)C (3-(8-Chloro-10-methyl-1-oxo-1,2,3,4-tetrahydro-pyrazino[1,2-a]indol-6-yl)-benzonitrile). As a reaction SMILES: Br[C:2]1[C:10]2[N:9]3[CH2:11][CH2:12][NH:13][C:14](=[O:15])[C:8]3=[C:7]([CH3:16])[C:6]=2[CH:5]=[C:4]([Cl:17])[CH:3]=1.[C:18]([C:20]1[CH:21]=[C:22](B(O)O)[CH:23]=[CH:24][CH:25]=1)#[N:19]>>[Cl:17][C:4]1[CH:3]=[C:2]([C:24]2[CH:25]=[C:20]([CH:21]=[CH:22][CH:23]=2)[C:18]#[N:19])[C:10]2[N:9]3[CH2:11][CH2:12][NH:13][C:14](=[O:15])[C:8]3=[C:7]([CH3:16])[C:6]=2[CH:5]=1. Procedure: The title compound, white solid (76 mg, 91%), MS (ISP) m/z=336.5 [(M+H)+], mp 199° C., was prepared in accordance with the general method of example 1 from 6-bromo-8-chloro-10-methyl-3,4-dihydro-2H-pyrazino[1,2-a]indol-1-one (intermediate 12) (78.4 mg, 0.25 mmol) and commercially available 3-cyano-phenylboronic acid (47.8 mg, 0.325 mmol). Reactants: ClC1=NC(=CC2=CC=CC=C12)NC1=NNC(=C1)C ((1-chloro-isoquinolin-3-yl)-(5-methyl-1H-pyrazol-3-yl)-amine), N1=CC(=CC=C1)B(O)O (3-pyridine-boronic acid). Yields the product CC1=CC(=NN1)NC=1N=C(C2=CC=CC=C2C1)C=1C=NC=CC1 ((5-methyl-1H-pyrazol-3-yl)-(1-pyridin-3-yl-isoquinolin-3-yl)-amine). RXN SMILES: Cl[C:2]1[C:11]2[C:6](=[CH:7][CH:8]=[CH:9][CH:10]=2)[CH:5]=[C:4]([NH:12][C:13]2[CH:17]=[C:16]([CH3:18])[NH:15][N:14]=2)[N:3]=1.[N:19]1[CH:24]=[CH:23][CH:22]=[C:21](B(O)O)[CH:20]=1>>[CH3:18][C:16]1[NH:15][N:14]=[C:13]([NH:12][C:4]2[N:3]=[C:2]([C:21]3[CH:20]=[N:19][CH:24]=[CH:23][CH:22]=3)[C:11]3[C:6]([CH:5]=2)=[CH:7][CH:8]=[CH:9][CH:10]=3)[CH:17]=1. Reported procedure: Similar procedure as described in example 131 was used, starting from (1-chloro-isoquinolin-3-yl)-(5-methyl-1H-pyrazol-3-yl)-amine and 3-pyridine-boronic acid to give (5-methyl-1H-pyrazol-3-yl)-(1-pyridin-3-yl-isoquinolin-3-yl)-amine. LC-MS m/e 302(MH+). Reactants: C(C1=CC=CC=C1)OC[C@@H](COC1=CC(=CC=C1)C)NC(OC(C)(C)C)=O (t-butyl (1S)-2-(benzyloxy)-1-[(3-methylphenoxy)methyl]ethylcarbamate). The reagents and catalysts are [C].[Pd] (palladium-carbon). The solvent is C(C)O (ethanol). Reaction conditions: time 2 day. The product is OC[C@@H](COC1=CC(=CC=C1)C)NC(OC(C)(C)C)=O (t-butyl (1S)-2-hydroxy-1-[(3-methylphenoxy)methyl]ethylcarbamate). Yield: 104.2%. RXN SMILES: C([O:8][CH2:9][C@H:10]([NH:20][C:21](=[O:27])[O:22][C:23]([CH3:26])([CH3:25])[CH3:24])[CH2:11][O:12][C:13]1[CH:18]=[CH:17][CH:16]=[C:15]([CH3:19])[CH:14]=1)C1C=CC=CC=1>[C].[Pd].C(O)C>[OH:8][CH2:9][C@H:10]([NH:20][C:21](=[O:27])[O:22][C:23]([CH3:25])([CH3:24])[CH3:26])[CH2:11][O:12][C:13]1[CH:18]=[CH:17][CH:16]=[C:15]([CH3:19])[CH:14]=1 |f:1.2|. Reported procedure: To t-butyl (1S)-2-(benzyloxy)-1-[(3-methylphenoxy)methyl]ethylcarbamate (3.8 g) obtained in Step 2 of Example 15 were added 10% palladium-carbon (wet, 1 g) and ethanol (30 ml), and the mixture was stirred for 2 days under hydrogen atmosphere. After celite filtration, the solvent was evaporated. The obtained crude product was purified by silica gel chromatography (ethyl acetate-hexane) to give the title compound (3.0 g).